This data is from the Open Reaction Database (ORD), a public repository of structured organic reaction records. The task is: describe an organic reaction: reactants, conditions, products, and yield The reactants are CC(C)(C)OC(=O)N(Cc1cc([N+](=O)[O-])ccc1F)C(=O)OC(C)(C)C, NCc1ccccc1. The product is CC(C)(C)OC(=O)N(Cc1cc([N+](=O)[O-])ccc1NCc1ccccc1)C(=O)OC(C)(C)C. As a reaction SMILES: [C:1]([CH3:2])([CH3:3])([CH3:4])[O:5][C:6](=[O:7])[N:8]([CH2:9][c:10]1[c:11]([F:19])[cH:12][cH:13][c:14]([N+:16](=[O:17])[O-:18])[cH:15]1)[C:20](=[O:21])[O:22][C:23]([CH3:24])([CH3:25])[CH3:26].[NH2:27][CH2:28][c:29]1[cH:30][cH:31][cH:32][cH:33][cH:34]1>>[C:1]([CH3:2])([CH3:3])([CH3:4])[O:5][C:6](=[O:7])[N:8]([CH2:9][c:10]1[c:11]([NH:27][CH2:28][c:29]2[cH:30][cH:31][cH:32][cH:33][cH:34]2)[cH:12][cH:13][c:14]([N+:16](=[O:17])[O-:18])[cH:15]1)[C:20](=[O:21])[O:22][C:23]([CH3:24])([CH3:25])[CH3:26].